The task is: describe an organic reaction: reactants, conditions, products, and yield. This data is from the Open Reaction Database (ORD), a public repository of structured organic reaction records. Starting materials: O=C1CCC(=O)N1Br, Cc1ccc(C(F)(F)F)c(OC(=O)OC(C)(C)C)c1C(=O)OC(C)(C)C, ClC(Cl)(Cl)Cl, O=C(OOC(=O)c1ccccc1)c1ccccc1. The product is CC(C)(C)OC(=O)Oc1c(C(F)(F)F)ccc(CBr)c1C(=O)OC(C)(C)C. RXN SMILES: [Br:1][N:2]1[C:3](=[O:4])[CH2:5][CH2:6][C:7]1=[O:8].[C:27]([CH3:28])([CH3:29])([CH3:30])[O:31][C:32](=[O:33])[O:34][c:35]1[c:36]([C:37](=[O:38])[O:39][C:40]([CH3:41])([CH3:42])[CH3:43])[c:44]([CH3:52])[cH:45][cH:46][c:47]1[C:48]([F:49])([F:50])[F:51].[C:53]([Cl:54])([Cl:55])([Cl:56])[Cl:57].[C:9]([O:10][O:11][C:12](=[O:13])[c:14]1[cH:15][cH:16][cH:17][cH:18][cH:19]1)(=[O:20])[c:21]1[cH:22][cH:23][cH:24][cH:25][cH:26]1>>[Br:1][CH2:52][c:44]1[c:36]([C:37](=[O:38])[O:39][C:40]([CH3:41])([CH3:42])[CH3:43])[c:35]([O:34][C:32]([O:31][C:27]([CH3:28])([CH3:29])[CH3:30])=[O:33])[c:47]([C:48]([F:49])([F:50])[F:51])[cH:46][cH:45]1. Reactants: C(C)(C)[Mg]Cl (isopropyl magnesium chloride), C(C)OCC (diethyl ether), BrC1=CC=C(C#N)C=C1 (4-Bromobenzonitrile), C(C)OCC (diethyl ether), [Cl-].[NH4+] (ammonium chloride). Reaction conditions: time 2 hour. Yields the product BrC1=CC=C(C=C1)C(C(C)C)=O (1-bromo-4-(2-methylpropanoyl)benzene). Reaction SMILES: [Br:1][C:2]1[CH:9]=[CH:8][C:5]([C:6]#N)=[CH:4][CH:3]=1.[CH:10]([Mg]Cl)([CH3:12])[CH3:11].[Cl-].[NH4+].C([O:19]CC)C>>[Br:1][C:2]1[CH:9]=[CH:8][C:5]([C:6](=[O:19])[CH:10]([CH3:12])[CH3:11])=[CH:4][CH:3]=1 |f:2.3|. Procedure: 4-Bromobenzonitrile (10 g) was dissolved in anhydrous diethyl ether (125 ml) and 2M isopropyl magnesium chloride in diethyl ether (30.24 ml) was added dropwise with stirring. The resulting solution was then heated to reflux for 18 hours. The reaction mixture was allowed to cool to ambient temperature and a saturated aqueous solution of ammonium chloride was added slowly with stirring. Stirring was continued for a further 2 hours. The organic phase was separated and the aqueous layer was extracte...